Dataset: the Open Reaction Database (ORD), a public repository of structured organic reaction records. Task: describe an organic reaction: reactants, conditions, products, and yield The reactants are COC1=CC=C(C=C1C(=O)O)C(=O)N (6-methoxyisophthalamic acid), BrC1=CC=C(N)C=C1 (4-bromoaniline). The product is BrC1=CC=C(C=C1)NC(C=1C=C(C(=O)N)C=CC1OC)=O (3-N-(4-bromophenyl)-4-methoxyisophthalamide). RXN SMILES: [CH3:1][O:2][C:3]1[C:8]([C:9]([OH:11])=O)=[CH:7][C:6]([C:12]([NH2:14])=[O:13])=[CH:5][CH:4]=1.[Br:15][C:16]1[CH:22]=[CH:21][C:19]([NH2:20])=[CH:18][CH:17]=1>>[Br:15][C:16]1[CH:22]=[CH:21][C:19]([NH:20][C:9](=[O:11])[C:8]2[CH:7]=[C:6]([CH:5]=[CH:4][C:3]=2[O:2][CH3:1])[C:12]([NH2:14])=[O:13])=[CH:18][CH:17]=1. Procedure details: The captioned compound was synthesized from 6-methoxyisophthalamic acid and 4-bromoaniline by the same procedure as in the manufacturing method described in step C of Example 1-3-1.